From a dataset of the Open Reaction Database (ORD), a public repository of structured organic reaction records. describe an organic reaction: reactants, conditions, products, and yield Starting materials: O.NN (hydrazine monohydrate), FC1=CC=C(OC2=CC(=CC=3NC(=NC32)S)OC=3C=NC=CC3)C=C1 (4-(4-fluoro-phenoxy)-6-(pyridin-3-yloxy)-1H-benzimidazole-2-thiol). Run in C(C)(=O)OCC (ethyl acetate). Run at temperature 130 celsius, time 8 hour. Product: FC1=CC=C(OC2=CC(=CC=3NC(=NC32)NN)OC=3C=NC=CC3)C=C1 ((4-(4-fluoro-phenoxy)-6-(pyridin-3-yloxy)-1H-benzimidazol-2-yl)-hydrazine). Reaction SMILES: O.[NH2:2][NH2:3].[F:4][C:5]1[CH:28]=[CH:27][C:8]([O:9][C:10]2[C:18]3[N:17]=[C:16](S)[NH:15][C:14]=3[CH:13]=[C:12]([O:20][C:21]3[CH:22]=[N:23][CH:24]=[CH:25][CH:26]=3)[CH:11]=2)=[CH:7][CH:6]=1>C(OCC)(=O)C>[F:4][C:5]1[CH:28]=[CH:27][C:8]([O:9][C:10]2[C:18]3[N:17]=[C:16]([NH:2][NH2:3])[NH:15][C:14]=3[CH:13]=[C:12]([O:20][C:21]3[CH:22]=[N:23][CH:24]=[CH:25][CH:26]=3)[CH:11]=2)=[CH:7][CH:6]=1 |f:0.1|. Procedure details: 1.0 ml of hydrazine monohydrate was added to 130 mg of 4-(4-fluoro-phenoxy)-6-(pyridin-3-yloxy)-1H-benzimidazole-2-thiol, and the reaction liquid was stirred overnight at 130° C. The reaction liquid was diluted with ethyl acetate, washed with water and saturated saline in order, and dried with anhydrous magnesium sulfate. The solvent was evaporated away under reduced pressure, and the resulting residue was purified through partitioning thin-layer chromatography (Kieselgel™ 60F254, Art 5744 (by M...